Dataset: the Open Reaction Database (ORD), a public repository of structured organic reaction records. Task: describe an organic reaction: reactants, conditions, products, and yield Product: COc1ccc(CN(Cc2ccc(OC)cc2)c2cc(C(=O)N(C)OC)ccn2)cc1. RXN SMILES: [CH3:14][O:15][c:16]1[cH:17][cH:18][c:19]([CH2:20][NH:21][CH2:22][c:23]2[cH:24][cH:25][c:26]([O:29][CH3:30])[cH:27][cH:28]2)[cH:31][cH:32]1.[CH3:33][C:34]([CH3:35])([O-:36])[CH3:37].[Cl:1][c:2]1[cH:3][c:4]([C:5](=[O:6])[N:7]([CH3:8])[O:9][CH3:10])[cH:11][cH:12][n:13]1.[Na+:38].[O:39]1[CH2:40][CH2:41][O:42][CH2:43][CH2:44]1>>[c:2]1([N:21]([CH2:20][c:19]2[cH:18][cH:17][c:16]([O:15][CH3:14])[cH:32][cH:31]2)[CH2:22][c:23]2[cH:24][cH:25][c:26]([O:29][CH3:30])[cH:27][cH:28]2)[cH:3][c:4]([C:5](=[O:6])[N:7]([CH3:8])[O:9][CH3:10])[cH:11][cH:12][n:13]1. The reactants are COc1ccc(CNCc2ccc(OC)cc2)cc1, CC(C)(C)[O-], CON(C)C(=O)c1ccnc(Cl)c1, [Na+], C1COCCO1. The reactants are COc1ccccc1-c1cccc(Br)c1OCc1ccccc1, C1CCOC1, [Li]CCCC, CC(=O)c1ccccc1. Product: COc1ccccc1-c1cccc(C(C)(O)c2ccccc2)c1OCc1ccccc1. Reaction SMILES: [CH2:1]([c:2]1[cH:3][cH:4][cH:5][cH:6][cH:7]1)[O:8][c:9]1[c:10](-[c:16]2[c:17]([O:22][CH3:23])[cH:18][cH:19][cH:20][cH:21]2)[cH:11][cH:12][cH:13][c:14]1[Br:15].[CH2:38]1[O:39][CH2:40][CH2:41][CH2:42]1.[CH3:24][CH2:25][CH2:26][CH2:27][Li:28].[CH3:29][C:30](=[O:31])[c:32]1[cH:33][cH:34][cH:35][cH:36][cH:37]1>>[CH2:1]([c:2]1[cH:3][cH:4][cH:5][cH:6][cH:7]1)[O:8][c:9]1[c:10](-[c:16]2[c:17]([O:22][CH3:23])[cH:18][cH:19][cH:20][cH:21]2)[cH:11][cH:12][cH:13][c:14]1[C:30]([CH3:29])([OH:31])[c:32]1[cH:33][cH:34][cH:35][cH:36][cH:37]1. Starting materials: CC1=C(C(=CC(=C1)C(C(F)(F)F)C(F)(F)F)C)O (2,6-dimethyl-4-(hexafluoro-2-propyl)phenol), BrCC(=O)OCC (ethyl bromoacetate), C([O-])([O-])=O.[K+].[K+] (potassium carbonate). Solvent: C(C)#N (acetonitrile). Conditions: time 5 hour. The product is FC(C(C(F)(F)F)(O)C1=CC(=C(OCC(=O)OCC)C(=C1)C)C)(F)F (ethyl 2-[4-(hexafluoro-2-hydroxy-2-propyl)-2,6-dimethylphenoxy]acetate). RXN SMILES: [CH3:1][C:2]1[CH:7]=[C:6]([CH:8]([C:13]([F:16])([F:15])[F:14])[C:9]([F:12])([F:11])[F:10])[CH:5]=[C:4]([CH3:17])[C:3]=1[OH:18].Br[CH2:20][C:21]([O:23][CH2:24][CH3:25])=[O:22].C(=O)([O-])[O-:27].[K+].[K+]>C(#N)C>[F:16][C:13]([F:14])([F:15])[C:8]([C:6]1[CH:7]=[C:2]([CH3:1])[C:3]([O:18][CH2:20][C:21]([O:23][CH2:24][CH3:25])=[O:22])=[C:4]([CH3:17])[CH:5]=1)([OH:27])[C:9]([F:10])([F:11])[F:12] |f:2.3.4|. Procedure: To 2,6-dimethyl-4-(hexafluoro-2-propyl)phenol [Farah, et al, J. Org. Chem., 30, 1003 (1965)], (10.0 g=35 mmol) in 100 ml acetonitrile add ethyl bromoacetate (6.9 g=42 mmol) and potassium carbonate (9.7 g=69 mmol). Stir 5 hours, filter and concentrate. Partition between ether and 1.0 N HCl. Dry and concentrate the ether extract. Recrystallize from ether-hexane to obtain, as white crystals, m.p. 99°-101° C., ethyl 2-[4-(hexafluoro-2-hydroxy-2-propyl)-2,6-dimethylphenoxy]acetate. Reactants: C(C1=CC=CC=C1)OC(=O)N1N=C(CC1C(=O)OC(C)(C)C)C=1SC=CC1 ((±)-4,5-dihydro-1-(benzyloxycarbonyl)-3-(2-thienyl)-1H-pyrazole-5-carboxylic acid, t-butyl ester), [H][H] (hydrogen). The reagents and catalysts are [Pd] (palladium on carbon). Reported procedure: A solution of 5.0 g of (±)-4,5-dihydro-1-(benzyloxycarbonyl)-3-(2-thienyl)-1H-pyrazole-5-carboxylic acid, t-butyl ester in 75 ml of ethanol containing 0.5 g of 5% palladium on carbon is hydrogenated at atmospheric pressure until the uptake of hydrogen ceases. The catalyst is removed by filtration through Celite and the filtrate is concentrated in vacuo to yield the title compound. Yields the product S1C(=CC=C1)C1=NNC(C1)C(=O)OC(C)(C)C ((±)-4,5-Dihydro-3-(2-thienyl)-1H-pyrazole-5-carboxylic acid, t-butyl ester). The solvent is C(C)O (ethanol). Reaction SMILES: C(OC([N:11]1[CH:15]([C:16]([O:18][C:19]([CH3:22])([CH3:21])[CH3:20])=[O:17])[CH2:14][C:13]([C:23]2[S:24][CH:25]=[CH:26][CH:27]=2)=[N:12]1)=O)C1C=CC=CC=1.[H][H]>C(O)C.[Pd]>[S:24]1[CH:25]=[CH:26][CH:27]=[C:23]1[C:13]1[CH2:14][CH:15]([C:16]([O:18][C:19]([CH3:22])([CH3:21])[CH3:20])=[O:17])[NH:11][N:12]=1. Reactants: CCOC(=O)C1CC2CCN(C(=O)CC(C)C)CC2N1C(=O)OC(C)(C)C, ClCCl, ClCCl, O=C(O)C(F)(F)F, O=C(O)C(F)(F)F. Yields the product CCOC(=O)C1CC2CCN(C(=O)CC(C)C)CC2N1. As a reaction SMILES: [CH3:1][CH:2]([CH2:3][C:4](=[O:5])[N:6]1[CH2:7][CH:8]2[CH:9]([CH2:10][CH2:11]1)[CH2:12][CH:13]([C:22](=[O:23])[O:24][CH2:25][CH3:26])[N:14]2[C:15]([O:16][C:17]([CH3:18])([CH3:19])[CH3:20])=[O:21])[CH3:27].[Cl:42][CH2:43][Cl:44].[Cl:45][CH2:46][Cl:47].[F:28][C:29]([F:30])([F:31])[C:32]([OH:33])=[O:34].[F:35][C:36]([F:37])([F:38])[C:39]([OH:40])=[O:41]>>[CH3:1][CH:2]([CH2:3][C:4](=[O:5])[N:6]1[CH2:7][CH:8]2[CH:9]([CH2:10][CH2:11]1)[CH2:12][CH:13]([C:22](=[O:23])[O:24][CH2:25][CH3:26])[NH:14]2)[CH3:27]. Reactants: O(C1=CC=CC=C1)C(=O)OC1=CC=C(C=C1)C1(OCCO1)CN1N=CN=C1 (2-[p-(Phenoxycarbonyloxy)-phenyl]-2-[1-(1H-1,2,4-triazolyl)-methyl]-1,3 -dioxolane), C(=O)=O (carbon dioxid), crude product. Solvent: C(C)OCC (diethyl ether), C(C)OCCOCC (ethylene glycol diethyl ether). The product is O(C1=CC=CC=C1)C1=CC=C(C=C1)C1(OCCO1)CN1N=CN=C1 (2-[p-(Phenoxy)-phenyl]-2-[1-(1H-1,2,4-triazolyl)-methyl]-1,3-dioxolane). As a reaction SMILES: O([C:8]([O:10][C:11]1[CH:16]=[CH:15][C:14]([C:17]2([CH2:22][N:23]3[CH:27]=[N:26][CH:25]=[N:24]3)[O:21][CH2:20][CH2:19][O:18]2)=[CH:13][CH:12]=1)=O)C1C=CC=CC=1.C(=O)=O>C(OCCOCC)C.C(OCC)C>[O:10]([C:11]1[CH:12]=[CH:13][C:14]([C:17]2([CH2:22][N:23]3[CH:27]=[N:26][CH:25]=[N:24]3)[O:18][CH2:19][CH2:20][O:21]2)=[CH:15][CH:16]=1)[C:8]1[CH:15]=[CH:16][CH:11]=[CH:12][CH:13]=1. Procedure: 11 parts of 2-[p-(Phenoxycarbonyloxy)-phenyl]-2-[1-(1H-1,2,4-triazolyl)-methyl]-1,3 -dioxolane are heated in 200 ml ethylene glycol diethyl ether (about 10 hours) at a temperature of 130° C. till the end of the carbon dioxid production. Then the solvent is destilled of under reduced pressure. The oily crude product is cooled to room temperature, solved in 500 ml diethyl ether, washed with two portions of 100 ml water, dried over sodium sulfate and filtered. The solvent is removed by evaporation.... Starting materials: [N+](=O)([O-])C=1NC=C(N1)CC(COCC(C(=O)OC)(F)F)(F)F (methyl 3-[3'-(2"-nitroimidazolyl)-2',2'-difluoropropoxy]-2,2-difluoropropionate), C(O)CN (ethanolamine). Run in O1CCOCC1 (dioxane). Yields the product OCCNC(C(COCC(CC=1N=C(NC1)[N+](=O)[O-])(F)F)(F)F)=O (3-[3'-(2"-nitroimidazolyl)-2',2'-difluoropropoxy]-2,2-difluoropropionic acid hydroxyethylamide). Yield: 51.2%. As a reaction SMILES: [N+:1]([C:4]1[NH:5][CH:6]=[C:7]([CH2:9][C:10]([F:22])([F:21])[CH2:11][O:12][CH2:13][C:14]([F:20])([F:19])[C:15]([O:17]C)=O)[N:8]=1)([O-:3])=[O:2].[CH2:23]([CH2:25][NH2:26])[OH:24]>O1CCOCC1>[OH:24][CH2:23][CH2:25][NH:26][C:15](=[O:17])[C:14]([F:20])([F:19])[CH2:13][O:12][CH2:11][C:10]([F:22])([F:21])[CH2:9][C:7]1[N:8]=[C:4]([N+:1]([O-:3])=[O:2])[NH:5][CH:6]=1. Reported procedure: To a solution of methyl 3-[3'-(2"-nitroimidazolyl)-2',2'-difluoropropoxy]-2,2-difluoropropionate (1.0 g, 3.0 mmol) in dioxane (10 ml), ethanolamine (370 mg, 6.0 mmol) was added and reacted for 5 hours at a room temperature with stirring. The reaction solution was concentrated and partitioned between ethyl acetate and water. The ethyl acetate phase was dried over magnesium sulfate, filtered, concentrated and purified by silica gel column chromatography to obtain 3-[3'-(2"-nitroimidazolyl)-2',2'-d... Starting materials: O=C([O-])[O-], CCN(CC)CCCl, CCOC(C)=O, Cc1c(-c2ccc(CC(NC(=O)c3c(Cl)cccc3Cl)C(=O)O)cc2)c(=O)n(C)c(=O)n1C, Cl, [K+], [K+], O. The product is CCN(CC)CCOC(=O)C(Cc1ccc(-c2c(C)n(C)c(=O)n(C)c2=O)cc1)NC(=O)c1c(Cl)cccc1Cl. As a reaction SMILES: [C:43](=[O:44])([O-:45])[O-:46].[CH2:35]([CH3:36])[N:37]([CH2:38][CH3:39])[CH2:40][CH2:41][Cl:42].[CH3:49][CH2:50][O:51][C:52](=[O:53])[CH3:54].[Cl:1][c:2]1[c:3]([C:9](=[O:10])[NH:11][CH:12]([CH2:13][c:14]2[cH:15][cH:16][c:17](-[c:20]3[c:21](=[O:30])[n:22]([CH3:29])[c:23](=[O:28])[n:24]([CH3:27])[c:25]3[CH3:26])[cH:18][cH:19]2)[C:31](=[O:32])[OH:33])[c:4]([Cl:8])[cH:5][cH:6][cH:7]1.[ClH:34].[K+:47].[K+:48].[OH2:55]>>[Cl:1][c:2]1[c:3]([C:9](=[O:10])[NH:11][CH:12]([CH2:13][c:14]2[cH:15][cH:16][c:17](-[c:20]3[c:21](=[O:30])[n:22]([CH3:29])[c:23](=[O:28])[n:24]([CH3:27])[c:25]3[CH3:26])[cH:18][cH:19]2)[C:31]([O:32][CH2:41][CH2:40][N:37]([CH2:35][CH3:36])[CH2:38][CH3:39])=[O:33])[c:4]([Cl:8])[cH:5][cH:6][cH:7]1. Starting materials: COC1=CC=C(C=C1)C=1N(N=C2C(=CC=CC12)C)CCC (3-(4-methoxyphenyl)-7-methyl-2-propyl-2H-indazole), B(Br)(Br)Br (boron tribromide), C1=CCCCC1 (cyclohexene). Yields the product CC1=CC=CC2=C(N(N=C12)CCC)C1=CC=C(C=C1)O (4-[7-methyl-2-propyl-2H-indazol-3-yl]phenol). Isolated yield 52.6%. As a reaction SMILES: C[O:2][C:3]1[CH:8]=[CH:7][C:6]([C:9]2[N:10]([CH2:19][CH2:20][CH3:21])[N:11]=[C:12]3[C:17]=2[CH:16]=[CH:15][CH:14]=[C:13]3[CH3:18])=[CH:5][CH:4]=1.B(Br)(Br)Br.C1CCCCC=1>>[CH3:18][C:13]1[C:12]2[C:17](=[C:9]([C:6]3[CH:5]=[CH:4][C:3]([OH:2])=[CH:8][CH:7]=3)[N:10]([CH2:19][CH2:20][CH3:21])[N:11]=2)[CH:16]=[CH:15][CH:14]=1. Procedure: Prepared according to Method D step C from 3-(4-methoxyphenyl)-7-methyl-2-propyl-2H-indazole (0.014 g, 0.05 mmol), boron tribromide (0.050 mL, 1.0 mmol) and 0.2 mL of cyclohexene to give the product (0.007 g).